Dataset: the Open Reaction Database (ORD), a public repository of structured organic reaction records. Task: describe an organic reaction: reactants, conditions, products, and yield The product is CCOC(=O)C(CC(C)C)c1cc(Cl)c(OCC2CC2)c(-c2ccc3nonc3c2)c1. As a reaction SMILES: [Br:1][c:2]1[cH:3][c:4]([CH:14]([C:15](=[O:16])[O:17][CH2:18][CH3:19])[CH2:20][CH:21]([CH3:22])[CH3:23])[cH:5][c:6]([Cl:13])[c:7]1[O:8][CH2:9][CH:10]1[CH2:11][CH2:12]1.[C:24](=[O:25])([O-:26])[O-:27].[CH3:30][C:31]1([CH3:32])[C:33]([CH3:34])([CH3:35])[O:36][B:37]([c:38]2[cH:39][c:40]3[c:41]([n:42][o:43][n:44]3)[cH:45][cH:46]2)[O:47]1.[Cs+:28].[Cs+:29].[O:48]=[CH:49][N:50]([CH3:51])[CH3:52].[OH2:53]>>[c:2]1(-[c:38]2[cH:39][c:40]3[c:41]([n:42][o:43][n:44]3)[cH:45][cH:46]2)[cH:3][c:4]([CH:14]([C:15](=[O:16])[O:17][CH2:18][CH3:19])[CH2:20][CH:21]([CH3:22])[CH3:23])[cH:5][c:6]([Cl:13])[c:7]1[O:8][CH2:9][CH:10]1[CH2:11][CH2:12]1. Starting materials: CCOC(=O)C(CC(C)C)c1cc(Cl)c(OCC2CC2)c(Br)c1, O=C([O-])[O-], CC1(C)OB(c2ccc3nonc3c2)OC1(C)C, [Cs+], [Cs+], CN(C)C=O, O. Reactants: C(=O)([O-])[O-].[Cs+].[Cs+] (Cs2CO3), BrCC#N (bromoacetonitrile), OC1=C(C=CC(=C1)C(F)(F)F)C1=NC=CC2=CC(=CC=C12)S(=O)(=O)N(C=1SC=CN1)CC1=CC=C(C=C1)OC (1-(2-hydroxy-4-(trifluoromethyl)phenyl)-N-(4-methoxybenzyl)-N-(thiazol-2-yl)isoquinoline-6-sulfonamide). Run in CN(C)C=O (DMF). Conditions: temperature 60 celsius. Yields the product C(#N)COC1=C(C=CC(=C1)C(F)(F)F)C1=NC=CC2=CC(=CC=C12)S(=O)(=O)N(C=1SC=CN1)CC1=CC=C(C=C1)OC (1-(2-(CYANOMETHOXY)-4-(TRIFLUOROMETHYL)PHENYL)-N-(4-METHOXYBENZYL)-N-(THIAZOL-2-YL)ISOQUINOLINE-6-SULFONAMIDE). As a reaction SMILES: [OH:1][C:2]1[CH:7]=[C:6]([C:8]([F:11])([F:10])[F:9])[CH:5]=[CH:4][C:3]=1[C:12]1[C:21]2[C:16](=[CH:17][C:18]([S:22]([N:25]([CH2:31][C:32]3[CH:37]=[CH:36][C:35]([O:38][CH3:39])=[CH:34][CH:33]=3)[C:26]3[S:27][CH:28]=[CH:29][N:30]=3)(=[O:24])=[O:23])=[CH:19][CH:20]=2)[CH:15]=[CH:14][N:13]=1.C([O-])([O-])=O.[Cs+].[Cs+].Br[CH2:47][C:48]#[N:49]>CN(C=O)C>[C:48]([CH2:47][O:1][C:2]1[CH:7]=[C:6]([C:8]([F:11])([F:9])[F:10])[CH:5]=[CH:4][C:3]=1[C:12]1[C:21]2[C:16](=[CH:17][C:18]([S:22]([N:25]([CH2:31][C:32]3[CH:33]=[CH:34][C:35]([O:38][CH3:39])=[CH:36][CH:37]=3)[C:26]3[S:27][CH:28]=[CH:29][N:30]=3)(=[O:24])=[O:23])=[CH:19][CH:20]=2)[CH:15]=[CH:14][N:13]=1)#[N:49] |f:1.2.3|. Reported procedure: To a vial charged with 1-(2-hydroxy-4-(trifluoromethyl)phenyl)-N-(4-methoxybenzyl)-N-(thiazol-2-yl)isoquinoline-6-sulfonamide (111 mg, 0.194 mmol) was added DMF (777 μl) and Cs2CO3 (190 mg, 0.583 mmol) and bromoacetonitrile (46.6 mg, 0.39 mmol) respectively. The mixture was heated to 60° C. overnight affording conversion to desired product fairly cleanly. The mixture was dried under reduced pressure and purified with a 25 g Interchim column (25 um silica) ramping EtOAc in heptane (0-100%, 10% DC... Reactants: N1C=NC=C1 (imidazole), ClC=1N=C(C2=C(N1)SC(=C2)C)NCC2=CC(=C(C=C2)OC2CC(CCC2C(C)C)C)OC2CC(CCC2C(C)C)C (2-chloro-6-methyl-4-(3,4-dimenthoxybenzylamino)-thieno-[2,3-d]-pyrimidine). Yields the product N1(C=NC=C1)C=1N=C(C2=C(N1)SC(=C2)C)NCC2=CC(=C(C=C2)OC)OC (2-(imidazol-1-yl)-6-methyl-4-(3,4-dimethoxybenzylamino)-thieno-[2,3-d]-pyrimidine). RXN SMILES: [NH:1]1[CH:5]=[CH:4][N:3]=[CH:2]1.Cl[C:7]1[N:8]=[C:9]([NH:17][CH2:18][C:19]2[CH:24]=[CH:23][C:22]([O:25][CH:26]3C(C(C)C)CCC(C)C3)=[C:21]([O:36][CH:37]3C(C(C)C)CCC(C)C3)[CH:20]=2)[C:10]2[CH:15]=[C:14]([CH3:16])[S:13][C:11]=2[N:12]=1>>[N:1]1([C:7]2[N:8]=[C:9]([NH:17][CH2:18][C:19]3[CH:24]=[CH:23][C:22]([O:25][CH3:26])=[C:21]([O:36][CH3:37])[CH:20]=3)[C:10]3[CH:15]=[C:14]([CH3:16])[S:13][C:11]=3[N:12]=2)[CH:5]=[CH:4][N:3]=[CH:2]1. Reported procedure: Following the procedure of Example 97, the reaction of imidazole with 2-chloro-6-methyl-4-(3,4-dimenthoxybenzylamino)-thieno-[2,3-d]-pyrimidine gives 2-(imidazol-1-yl)-6-methyl-4-(3,4-dimethoxybenzylamino)-thieno-[2,3-d]-pyrimidine. The reactants are peroxide, OO (hydrogen peroxide), C(CCC(=O)OC1CC(N(C(C1)(C)C)O)(C)C)(=O)OC1CC(N(C(C1)(C)C)O)(C)C (bis(1-oxyl-2,2,6,6-tetramethylpieridin-4-yl) succinate), ferrous chloride tetrahydrate, C(C)(C)(C)O (tert-butyl alcohol), S(=O)([O-])[O-].[Na+].[Na+] (sodium sulfite). The product is OC(CON1C(CC(CC1(C)C)OC(CCC(=O)OC1CC(N(C(C1)(C)C)OCC(C)(C)O)(C)C)=O)(C)C)(C)C (Bis[1-(2-hydroxy-2-methylpropoxy)-2,2,6,6-tetramethylpiperidin-4-yl]Succinate). As a reaction SMILES: OO.[C:3]([O:21][CH:22]1[CH2:27][C:26]([CH3:29])([CH3:28])[N:25]([OH:30])[C:24]([CH3:32])([CH3:31])[CH2:23]1)(=[O:20])[CH2:4][CH2:5][C:6]([O:8][CH:9]1[CH2:14][C:13]([CH3:16])([CH3:15])[N:12]([OH:17])[C:11]([CH3:19])([CH3:18])[CH2:10]1)=[O:7].S([O-])([O-])=O.[Na+].[Na+].[C:39]([OH:43])([CH3:42])([CH3:41])[CH3:40]>>[OH:43][C:39]([CH3:42])([CH3:41])[CH2:40][O:17][N:12]1[C:13]([CH3:16])([CH3:15])[CH2:14][CH:9]([O:8][C:6](=[O:7])[CH2:5][CH2:4][C:3]([O:21][CH:22]2[CH2:27][C:26]([CH3:29])([CH3:28])[N:25]([O:30][CH2:40][C:39]([OH:43])([CH3:42])[CH3:41])[C:24]([CH3:32])([CH3:31])[CH2:23]2)=[O:20])[CH2:10][C:11]1([CH3:19])[CH3:18] |f:2.3.4|. Procedure details: Aqueous hydrogen peroxide is added to a mixture of bis(1-oxyl-2,2,6,6-tetramethylpieridin-4-yl) succinate and ferrous chloride tetrahydrate in tert-butyl alcohol at 30-50° C. Excess peroxide is decomposed with aqueous sodium sulfite solution. The organic layer is concentrated and the crude product is purified by flash chromatography on silica gel to afford the title compound. Reactants: CCCO, CC=C1CCC2C3CCC4CC(O)CCC4(C)C3C(=NO)CC12C. Product: CC=C1CCC2C3CCC4CC(O)CCC4(C)C3C(N)CC12C. As a reaction SMILES: [CH3:25][CH2:26][CH2:27][OH:28].[OH:1][CH:2]1[CH2:3][CH:4]2[CH2:5][CH2:6][CH:7]3[CH:8]4[CH2:9][CH2:10][C:11](=[CH:12][CH3:13])[C:14]4([CH3:24])[CH2:15][C:16](=[N:22][OH:23])[CH:17]3[C:18]2([CH3:21])[CH2:19][CH2:20]1>>[OH:1][CH:2]1[CH2:3][CH:4]2[CH2:5][CH2:6][CH:7]3[CH:8]4[CH2:9][CH2:10][C:11](=[CH:12][CH3:13])[C:14]4([CH3:24])[CH2:15][CH:16]([NH2:22])[CH:17]3[C:18]2([CH3:21])[CH2:19][CH2:20]1. Starting materials: aqueous solution, [OH-].[Na+] (NaOH), C(CCCl)Cl (1,3-propylene dichloride), C1=CC(=CC=C1O)C (p-cresol). The solvent is O (water). The product is CC1=CC=C(OCCCOC2=CC=C(C=C2)C)C=C1 (1,3-di(4-methylphenoxy)propane), crystals. Isolated yield 73.2%. RXN SMILES: [CH2:1](Cl)[CH2:2][CH2:3]Cl.[CH:6]1[C:11]([OH:12])=[CH:10][CH:9]=[C:8]([CH3:13])[CH:7]=1.[OH-:14].[Na+]>O>[CH3:1][C:2]1[CH:3]=[CH:10][C:11]([O:14][CH2:9][CH2:8][CH2:13][O:12][C:11]2[CH:10]=[CH:9][C:8]([CH3:13])=[CH:7][CH:6]=2)=[CH:6][CH:7]=1 |f:2.3|. Procedure: Operation was carried out in the same manner as in Example 2, using 1,3-propylene dichloride (108 g, 0.96 mol), p-cresol (205 g, 1.90 mol), water (35 ml) and a 49% aqueous solution of NaOH (106 g, 1.30 mol; a first dropwise addition) and further 79 g, 0.97 mol (a second dropwise addition), to obtain 1,3-di(4-methylphenoxy)propane in the form of white plate crystals (178 g). Yield: 73.2% based on p-cresol. M.P.: 93.5° C. Purity: 99.6%.